This data is from the Open Reaction Database (ORD), a public repository of structured organic reaction records. The task is: describe an organic reaction: reactants, conditions, products, and yield Reactants: diacid chloride, C(C1=CC=C(C(=O)O)C=C1)(=O)O (terephthalic acid), 14.7, C(=O)(Cl)Cl (phosgene), ClCCl (dichloromethane), diacid chloride. Solvent: C(C)N(CC)CC (triethylamine), C(C)N(CC)CC (triethylamine). Product: C(C1=CC=C(C(=O)OC)C=C1)(=O)OC (dimethyl terephthalate). Reaction SMILES: [C:1]([OH:12])(=[O:11])[C:2]1[CH:10]=[CH:9][C:5]([C:6]([OH:8])=O)=[CH:4][CH:3]=1.[C:13](Cl)(Cl)=[O:14].Cl[CH2:18]Cl>C(N(CC)CC)C>[C:6]([O:14][CH3:13])(=[O:8])[C:5]1[CH:4]=[CH:3][C:2]([C:1]([O:12][CH3:18])=[O:11])=[CH:10][CH:9]=1. Procedure details: Following the general procedure in Example 1 for the preparation of the diacid chloride, 10.13 parts of terephthalic acid were added to a mixture of 14.7 parts triethylamine and 14.4 parts phosgene in 200 parts dry dichloromethane at 25° to 30° C. The ratio of equivalents of triethylamine base/COOH acid group was 1.19. After carrying out the reaction and esterifying the resulting diacid chloride by the procedure described in Example 1, no dimethyl terephthalate was isolated. Instead, 100% recove...